The task is: describe an organic reaction: reactants, conditions, products, and yield. This data is from the Open Reaction Database (ORD), a public repository of structured organic reaction records. Starting materials: C(C=C)(=O)Cl (acryloyl chloride), C(C)(C)(C)OC(NC1CCN(CC1)S(=O)(=O)C=1C=NC(=CC1)OCCC1=CC=CC=C1)=O ([1-(6-Phenethyloxy-pyridine-3-sulfonyl)-piperidin-4-yl]-carbamic acid tert-butyl ester), C(C)(C)N(CC)C(C)C (diisopropylethylamine), solution, Cl (HCl). Solvent: C(Cl)Cl (DCM), O1CCOCC1 (Dioxane). Conditions: time 3 hour. The product is C(CC1=CC=CC=C1)OC1=CC=C(C=N1)S(=O)(=O)N1CCC(CC1)NC(C=C)=O (N-[1-(6-Phenethyloxy-pyridine-3-sulfonyl)-piperidin-4-yl]-acrylamide). Isolated yield 19.7%. Reaction SMILES: C([O:5][C:6](=O)[NH:7][CH:8]1[CH2:13][CH2:12][N:11]([S:14]([C:17]2[CH:18]=[N:19][C:20]([O:23][CH2:24][CH2:25][C:26]3[CH:31]=[CH:30][CH:29]=[CH:28][CH:27]=3)=[CH:21][CH:22]=2)(=[O:16])=[O:15])[CH2:10][CH2:9]1)(C)(C)C.Cl.[CH:34](N(C(C)C)CC)(C)[CH3:35].C(Cl)(=O)C=C>O1CCOCC1.C(Cl)Cl>[CH2:24]([O:23][C:20]1[N:19]=[CH:18][C:17]([S:14]([N:11]2[CH2:12][CH2:13][CH:8]([NH:7][C:6](=[O:5])[CH:34]=[CH2:35])[CH2:9][CH2:10]2)(=[O:15])=[O:16])=[CH:22][CH:21]=1)[CH2:25][C:26]1[CH:27]=[CH:28][CH:29]=[CH:30][CH:31]=1. Procedure: [1-(6-Phenethyloxy-pyridine-3-sulfonyl)-piperidin-4-yl]-carbamic acid tert-butyl ester (0.18 g, 0.39 mmol) was suspended in a 4M solution of HCl in Dioxane (10 ml). The resulting suspension was stirred at room temperature for 3 hours. After this time the solution was concentrated under vacuum and the resulting residue dissolved in THF (10 ml). To this solution was added diisopropylethylamine (0.34 ml, 1.99 mmol) was added in one portion, followed by the drop wise addition of acryloyl chloride (0... Reactants: BrC1=C(OCC2(COC2)CCl)C(=CC(=C1)Br)Br (3-[2,4,6-tribromophenoxymethyl]-3-[chloromethyl]oxetane), BrC1=C(C(=C(C(=C1O)Br)Br)Br)Br (pentabromophenol), C([O-])([O-])=O.[K+].[K+] (potassium carbonate), [I-].[K+] (potassium iodide). Solvent: CN(C=O)C (dimethyl formamide), O (water). The product is BrC1=C(OCC2(COC2)COC2=C(C(=C(C(=C2Br)Br)Br)Br)Br)C(=CC(=C1)Br)Br (3-[2,4,6-tribromophenoxymethyl]-3-[pentabromophenoxymethyl]oxetane). As a reaction SMILES: [Br:1][C:2]1[CH:15]=[C:14]([Br:16])[CH:13]=[C:12]([Br:17])[C:3]=1[O:4][CH2:5][C:6]1([CH2:10]Cl)[CH2:9][O:8][CH2:7]1.[Br:18][C:19]1[C:24]([OH:25])=[C:23]([Br:26])[C:22]([Br:27])=[C:21]([Br:28])[C:20]=1[Br:29].C(=O)([O-])[O-].[K+].[K+].[I-].[K+]>O.CN(C)C=O>[Br:1][C:2]1[CH:15]=[C:14]([Br:16])[CH:13]=[C:12]([Br:17])[C:3]=1[O:4][CH2:5][C:6]1([CH2:10][O:25][C:24]2[C:23]([Br:26])=[C:22]([Br:27])[C:21]([Br:28])=[C:20]([Br:29])[C:19]=2[Br:18])[CH2:9][O:8][CH2:7]1 |f:2.3.4,5.6|. Procedure details: To 31.5 g. (0.07 moles) of 3-[2,4,6-tribromophenoxymethyl]-3-[chloromethyl]oxetane was added pentabromophenol (36 g., 0.074 moles), potassium carbonate (10 g., 0.077 moles), potassium iodide (0.5 g.) and dimethyl formamide (75 ml.). The reactants were stirred in a nitrogen atmosphere and heated to 140°-148° C. for 21/2 hours. The cooled reaction mixture was diluted with 500 ml. of water. The resulting solid 3-[2,4,6-tribromophenoxymethyl]-3-[pentabromophenoxymethyl]oxetane was collected by filtr... Reported procedure: The title compound was synthesized in analogy to Example 1, using 5-cyclopropyl-6-(tetrahydro-pyran-4-ylmethoxy)-pyridine-2-carboxylic acid (which can e.g. be prepared in a similar manner than 5-cyclopropyl-6-(tetrahydro-furan-2-ylmethoxy)-pyridine-2-carboxylic acid (Example 166 b)) and cyclopropyl-(5-methyl-[1,2,4]oxadiazol-3-yl)-methylamine (which can e.g. be prepared in a similar manner than (S)-2-cyclopropyl-1-(5-methyl-[1,2,4]oxadiazol-3-yl)-ethylamine (Example 38 e)) as starting materials,... The product is C1(CC1)C(C1=NOC(=N1)C)NC(=O)C1=NC(=C(C=C1)C1CC1)OCC1CCOCC1 (5-Cyclopropyl-6-(tetrahydro-pyran-4-ylmethoxy)-pyridine-2-carboxylic acid [cyclopropyl-(5-methyl-[1,2,4]oxadiazol-3-yl)-methyl]-amide). Reaction SMILES: [CH:1]1([C:4]2[CH:5]=[CH:6][C:7]([C:18]([OH:20])=O)=[N:8][C:9]=2[O:10][CH2:11][CH:12]2[CH2:17][CH2:16][O:15][CH2:14][CH2:13]2)[CH2:3][CH2:2]1.C1(C2C=CC(C(O)=O)=NC=2OCC2CCCO2)CC1.C1(N(C2N=C(C)ON=2)C)CC1.[CH:51]1([CH2:54][C@H:55]([NH2:62])[C:56]2[N:60]=[C:59]([CH3:61])[O:58][N:57]=2)[CH2:53]C1>>[CH:54]1([CH:55]([NH:62][C:18]([C:7]2[CH:6]=[CH:5][C:4]([CH:1]3[CH2:2][CH2:3]3)=[C:9]([O:10][CH2:11][CH:12]3[CH2:13][CH2:14][O:15][CH2:16][CH2:17]3)[N:8]=2)=[O:20])[C:56]2[N:60]=[C:59]([CH3:61])[O:58][N:57]=2)[CH2:51][CH2:53]1. Starting materials: C1(CC1)C=1C=CC(=NC1OCC1CCOCC1)C(=O)O (5-cyclopropyl-6-(tetrahydro-pyran-4-ylmethoxy)-pyridine-2-carboxylic acid), C1(CC1)C[C@@H](C1=NOC(=N1)C)N ((S)-2-cyclopropyl-1-(5-methyl-[1,2,4]oxadiazol-3-yl)-ethylamine), C1(CC1)C=1C=CC(=NC1OCC1OCCC1)C(=O)O (5-cyclopropyl-6-(tetrahydro-furan-2-ylmethoxy)-pyridine-2-carboxylic acid), C1(CC1)N(C)C1=NOC(=N1)C (cyclopropyl-(5-methyl-[1,2,4]oxadiazol-3-yl)-methylamine). Reactants: [OH-].[Na+] (sodium hydroxide), C1(=CC=CC=C1)SC(=O)Cl ((phenylthio)carbonyl chloride), O1CCOCC1 (dioxane), O1CCOCC1 (dioxane), NN1C(NCC1)=O (1-amino-2-imidazolidinone), [OH-].[Na+] (sodium hydroxide). Solvent: O (water). Yields the product O=C1N(CCN1)NC(SC1=CC=CC=C1)=O ((2-Oxo-1-imidazolidinyl)carbamothioic Acid, S-Phenyl Ester). As a reaction SMILES: [C:1]1([S:7][C:8](Cl)=[O:9])[CH:6]=[CH:5][CH:4]=[CH:3][CH:2]=1.O1CCOCC1.[NH2:17][N:18]1[CH2:22][CH2:21][NH:20][C:19]1=[O:23].[OH-].[Na+]>O>[O:23]=[C:19]1[NH:20][CH2:21][CH2:22][N:18]1[NH:17][C:8](=[O:9])[S:7][C:1]1[CH:6]=[CH:5][CH:4]=[CH:3][CH:2]=1 |f:3.4|. Procedure details: 3.2 ml. of (phenylthio)carbonyl chloride are dissolved in 30 ml. of dioxane and a solution of 2.63 g. of 1-amino-2-imidazolidinone in a mixture of 10 ml. of dioxane and 10 ml. of water is added. 2N sodium hydroxide solution is added dropwise at room temperature so that the pH is about 7.5-8.0. About 15 ml. of 2N sodium hydroxide are required. The dioxane is then distilled off. An oil separates which crystallizes after a short while to give 3.2 g. of (2-oxo-1-imidazolidinyl)carbamothioic acid, S-...